From a dataset of the Open Reaction Database (ORD), a public repository of structured organic reaction records. describe an organic reaction: reactants, conditions, products, and yield Reactants: CCCCn1c(-c2ccccc2C)nc(Cl)c1CN(CCC(C)C)Cc1ccc2[nH]ccc2c1, CC#N, O=C1CCC(=O)N1Cl. Yields the product CCCCn1c(-c2ccccc2C)nc(Cl)c1CN(CCC(C)C)Cc1ccc2[nH]cc(Cl)c2c1. As a reaction SMILES: [CH2:1]([CH2:2][CH2:3][CH3:4])[n:5]1[c:6](-[c:28]2[c:29]([CH3:34])[cH:30][cH:31][cH:32][cH:33]2)[n:7][c:8]([Cl:27])[c:9]1[CH2:10][N:11]([CH2:12][CH2:13][CH:14]([CH3:15])[CH3:16])[CH2:17][c:18]1[cH:19][c:20]2[cH:21][cH:22][nH:23][c:24]2[cH:25][cH:26]1.[CH3:43][C:44]#[N:45].[Cl:35][N:36]1[C:37](=[O:38])[CH2:39][CH2:40][C:41]1=[O:42]>>[CH2:1]([CH2:2][CH2:3][CH3:4])[n:5]1[c:6](-[c:28]2[c:29]([CH3:34])[cH:30][cH:31][cH:32][cH:33]2)[n:7][c:8]([Cl:27])[c:9]1[CH2:10][N:11]([CH2:12][CH2:13][CH:14]([CH3:15])[CH3:16])[CH2:17][c:18]1[cH:19][c:20]2[c:21]([Cl:35])[cH:22][nH:23][c:24]2[cH:25][cH:26]1. Reactants: CCCC[Sn](CI)(CCCC)CCCC, CCOC(C)=O, CN(CCO)C1CCCCC1, [H-], [Na+], C1CCOC1, O. Product: CCCC[Sn](CCCC)(CCCC)COCCN(C)C1CCCCC1. As a reaction SMILES: [CH2:14]([CH2:15][CH2:16][CH3:17])[Sn:18]([CH2:19][I:20])([CH2:21][CH2:22][CH2:23][CH3:24])[CH2:25][CH2:26][CH2:27][CH3:28].[CH3:35][CH2:36][O:37][C:38](=[O:39])[CH3:40].[CH:3]1([N:9]([CH2:10][CH2:11][OH:12])[CH3:13])[CH2:4][CH2:5][CH2:6][CH2:7][CH2:8]1.[H-:1].[Na+:2].[O:30]1[CH2:31][CH2:32][CH2:33][CH2:34]1.[OH2:29]>>[CH:3]1([N:9]([CH2:10][CH2:11][O:12][CH2:19][Sn:18]([CH2:14][CH2:15][CH2:16][CH3:17])([CH2:21][CH2:22][CH2:23][CH3:24])[CH2:25][CH2:26][CH2:27][CH3:28])[CH3:13])[CH2:4][CH2:5][CH2:6][CH2:7][CH2:8]1. Starting materials: C1CCCCC1.C(C)(=O)OCC (cyclohexane ethyl acetate), NC1=C(C(=NN1C(CCCC1=CC=CC=C1)C(C)O)CC)C(=O)N (5-amino-1-[1-(1-hydroxy-ethyl)-4-phenyl-butyl]-3-ethyl-1H-pyrazole-4-carboxamide), CC(C)([O-])C.[K+] (potassium tert-butoxide), COC=1C=C(C=CC1OC)CC(=O)OC (methyl 3,4-dimethoxyphenylacetate), C1CCCCC1.C(C)(=O)OCC (cyclohexane ethyl acetate). Solvent: C(C)O (ethanol). Product: COC=1C=C(CC=2NC(C3=C(N2)N(N=C3CC)C(CCCC3=CC=CC=C3)C(C)O)=O)C=CC1OC (6-(3,4-Dimethoxy-benzyl)-1-[1-(1-hydroxy-ethyl)-4-phenyl-butyl]-3-ethyl-1,5-dihydro-pyrazolo[3,4-d]pyrimidin-4-one). RXN SMILES: [NH2:1][C:2]1[N:6]([CH:7]([CH:17]([OH:19])[CH3:18])[CH2:8][CH2:9][CH2:10][C:11]2[CH:16]=[CH:15][CH:14]=[CH:13][CH:12]=2)[N:5]=[C:4]([CH2:20][CH3:21])[C:3]=1[C:22]([NH2:24])=[O:23].CC(C)([O-])C.[K+].[CH3:31][O:32][C:33]1[CH:34]=[C:35]([CH2:41][C:42](OC)=O)[CH:36]=[CH:37][C:38]=1[O:39][CH3:40].C1CCCCC1.C(OCC)(=O)C>C(O)C>[CH3:31][O:32][C:33]1[CH:34]=[C:35]([CH:36]=[CH:37][C:38]=1[O:39][CH3:40])[CH2:41][C:42]1[NH:24][C:22](=[O:23])[C:3]2[C:4]([CH2:20][CH3:21])=[N:5][N:6]([CH:7]([CH:17]([OH:19])[CH3:18])[CH2:8][CH2:9][CH2:10][C:11]3[CH:12]=[CH:13][CH:14]=[CH:15][CH:16]=3)[C:2]=2[N:1]=1 |f:1.2,4.5|. Reported procedure: 1.0 g (3.03 mmol) of 5-amino-1-[1-(1-hydroxy-ethyl)-4-phenyl-butyl]-3-ethyl-1H-pyrazole-4-carboxamide, 1.60 g of potassium tert-butoxide and 1.40 g (19 mmol) of methyl 3,4-dimethoxyphenylacetate are refluxed overnight in 20 ml of ethanol. The solvent is removed in vacuo, the residue is taken up in dichloromethane, the mixture is extracted with 1N HCl, the organic phase is dried over Na2SO4 and evaporated on a rotary evaporator. Purification by chromatography (cyclohexane/EA=2:1, 1% formic acid) ... Reactants: BrCc1ccccc1, O=C([O-])[O-], CC(C)=O, N#Cc1ccc(O)cc1F, [I-], [K+], [K+], [K+], O. The product is N#Cc1ccc(OCc2ccccc2)cc1F. RXN SMILES: [Br:17][CH2:18][c:19]1[cH:20][cH:21][cH:22][cH:23][cH:24]1.[C:11](=[O:12])([O-:13])[O-:14].[CH3:27][C:28](=[O:29])[CH3:30].[F:1][c:2]1[c:3]([C:4]#[N:5])[cH:6][cH:7][c:8]([OH:10])[cH:9]1.[I-:26].[K+:15].[K+:16].[K+:25].[OH2:31]>>[F:1][c:2]1[c:3]([C:4]#[N:5])[cH:6][cH:7][c:8]([O:10][CH2:18][c:19]2[cH:20][cH:21][cH:22][cH:23][cH:24]2)[cH:9]1. Starting materials: CC=1N=C(SC1C)N (4,5-Dimethylthiazol-2-ylamine), BrCCOCCOC (1-bromo-2-(2-methoxyethoxy)ethane). Conditions: temperature 80 celsius. The product is Br.COCCOCCN1C(SC(=C1C)C)=N (3-[2-(2-methoxyethoxy)-ethyl]-4,5-dimethyl-1,3-thiazol-2(3H)-ylideneamine hydrobromide). Reaction SMILES: [CH3:1][C:2]1[N:3]=[C:4]([NH2:8])[S:5][C:6]=1[CH3:7].[Br:9][CH2:10][CH2:11][O:12][CH2:13][CH2:14][O:15][CH3:16]>>[BrH:9].[CH3:16][O:15][CH2:14][CH2:13][O:12][CH2:11][CH2:10][N:3]1[C:2]([CH3:1])=[C:6]([CH3:7])[S:5][C:4]1=[NH:8] |f:2.3|. Procedure: A mixture of 4,5-Dimethylthiazol-2-ylamine (20 mg, 0.16 mmol) and 1-bromo-2-(2-methoxyethoxy)ethane (0.20 mmol) was heated at 80° C. overnight to afford 3-[2-(2-methoxyethoxy)-ethyl]-4,5-dimethyl-1,3-thiazol-2(3H)-ylideneamine hydrobromide, which was used without purification. The alkylated thiazolylidine hydrobromide (1.25 equiv), 1-adamantane carboxylic acid (1.0 equiv), polymer-bound dicyclohexylcarbodiimide (PS-DCC, 3 equiv), 1-hydroxybenzotriazole hydrate (HOBT, 1 equiv), N,N-diisopropyleth... The solvent is C1(=CC=CC=C1)C (toluene). Reactants: FC1=C(C=CC(=C1)C(F)(F)F)C=CC(=O)N (3-(2-Fluoro-4-trifluoromethyl-phenyl)-acrylamide), ClCC(=O)CCl (1,3-dichloroacetone). The product is ClCC=1N=C(OC1)C=CC1=C(C=C(C=C1)C(F)(F)F)F (4-chloromethyl-2-[2-(2-fluoro-4-trifluoromethyl-phenyl)-vinyl]-oxazole). The yield is 23.0%. As a reaction SMILES: [F:1][C:2]1[CH:7]=[C:6]([C:8]([F:11])([F:10])[F:9])[CH:5]=[CH:4][C:3]=1[CH:12]=[CH:13][C:14]([NH2:16])=[O:15].[Cl:17][CH2:18][C:19]([CH2:21]Cl)=O>C1(C)C=CC=CC=1>[Cl:17][CH2:18][C:19]1[N:16]=[C:14]([CH:13]=[CH:12][C:3]2[CH:4]=[CH:5][C:6]([C:8]([F:11])([F:10])[F:9])=[CH:7][C:2]=2[F:1])[O:15][CH:21]=1. Procedure: 4.00 g (17.1 mmol) 3-(2-Fluoro-4-trifluoromethyl-phenyl)-acrylamide, 2.60 g (21.3 mmol) 1,3-dichloroacetone and 40 ml toluene were kept at reflux temperature for 16 h with continuous removal of water by use of a water separator (Dean-Stark trap). After cooling to room temperature, two extractions with 100 ml water were performed, the organic phase was dried over sodium sulphate and the solvent removed in vacuo. Chromatography on silica gel (eluent: n-heptane/ethyl acetate 5:1) gave 1.20 g (23%) ... Starting materials: CC1=C(C=CC(=C1C)[N+](=O)[O-])N=C1NC2(CS1)CCCC2 (2-(2,3dimethyl-4-nitrophenylimino)-3-thia-1-azaspiro[4.4]nonane), C1(CCCC1)Br (cyclopentyl bromide). Product: CC1=C(C=CC(=C1C)[N+](=O)[O-])N=C1N(C2(CS1)CCCC2)C2CCCC2 (2-(2,3-dimethyl-4-nitrophenylimino)-1-cyclopentyl-3-thia-1-azaspiro[4.4]nonane). As a reaction SMILES: [CH3:1][C:2]1[C:7]([CH3:8])=[C:6]([N+:9]([O-:11])=[O:10])[CH:5]=[CH:4][C:3]=1[N:12]=[C:13]1[S:17][CH2:16][C:15]2([CH2:21][CH2:20][CH2:19][CH2:18]2)[NH:14]1.[CH:22]1(Br)[CH2:26][CH2:25][CH2:24][CH2:23]1>>[CH3:1][C:2]1[C:7]([CH3:8])=[C:6]([N+:9]([O-:11])=[O:10])[CH:5]=[CH:4][C:3]=1[N:12]=[C:13]1[S:17][CH2:16][C:15]2([CH2:21][CH2:20][CH2:19][CH2:18]2)[N:14]1[CH:22]1[CH2:26][CH2:25][CH2:24][CH2:23]1. Procedure: 2,3-Dimethylaniline was protected as 2,3-dimethylacetanilide according to Method A2a, Step 1. The acetamide was converted to 2,3-dimethyl-4-nitroaniline, then deprotected according to Method A2a, Step 2. The aniline was converted to 2,-dimethyl-4-nitrophenyl isothiocyanate according to Method A2a, Step 3. 1-Hydroxymethylcyclopentanamine was prepared according to Method B1c. The 2-hydroxyethylamine was converted to 1-chloromethylcyclopentanamine HCl salt according to Method B7e. 1-Chloromethylcyc... Reactants: C1(CCCC1)N1C=NC2=C1C=CC(=C2)N (1-cyclopentyl-5-aminobenzimidazole), BrBr (Br2), CO.C(Cl)Cl (MeOH CH2Cl2), N (NH3). The solvent is CC(=O)O (AcOH), CC(=O)O (AcOH). Product: C1(CCCC1)N1C=NC2=C1C=CC(=C2Br)N (1-Cyclopentyl-4-bromo-5-aminobenzimidazole). The yield is 35.0%. RXN SMILES: [CH:1]1([N:6]2[C:10]3[CH:11]=[CH:12][C:13]([NH2:15])=[CH:14][C:9]=3[N:8]=[CH:7]2)[CH2:5][CH2:4][CH2:3][CH2:2]1.[Br:16]Br.N.CO.C(Cl)Cl>CC(O)=O>[CH:1]1([N:6]2[C:10]3[CH:11]=[CH:12][C:13]([NH2:15])=[C:14]([Br:16])[C:9]=3[N:8]=[CH:7]2)[CH2:2][CH2:3][CH2:4][CH2:5]1 |f:3.4|. Reported procedure: To a solution of 1-cyclopentyl-5-aminobenzimidazole (1.1 g, 5.5 mmol) in 20 ml of AcOH was added solution of Br2 in. AcOH until it produces a precipitation. The reaction mixture was concentrated in vacuo to provide a brown solid which was subjected to column chromatography (5% NH3 sat'd MeOH/CH2Cl2) to provide 0.54 g (1.9 mmol, 35%) of the product.